The task is: describe an organic reaction: reactants, conditions, products, and yield. This data is from the Open Reaction Database (ORD), a public repository of structured organic reaction records. The reactants are Br.BrC1=CC=C(C=C1)C=1N=C(SC1)N (4-(4-bromophenyl)-2-thiazolamine monohydrobromide), C1(CC1)NC(C1=CC(=C(C=C1)C)B1OC(C(O1)(C)C)(C)C)=O (N-cyclopropyl-4-methyl-3-(4,4,5,5-tetramethyl-[1,3,2]-dioxaborolan-2-yl)benzamide), C1(CC1)NC(C1=CC(=C(C=C1)C)B1OC(C(O1)(C)C)(C)C)=O (N-cyclopropyl-4-methyl-3-(4,4,5,5-tetramethyl-[1,3,2]-dioxaborolan-2-yl)benzamide). Yields the product NC=1SC=C(N1)C1=CC=C(C=C1)C1=CC(=CC=C1C)C(=O)NC1CC1 (4′-(2-Amino-4-thiazolyl)-N-cyclopropyl-6-methyl[1,1′-biphenyl]-3-carboxamide). RXN SMILES: Br.Br[C:3]1[CH:8]=[CH:7][C:6]([C:9]2[N:10]=[C:11]([NH2:14])[S:12][CH:13]=2)=[CH:5][CH:4]=1.[CH:15]1([NH:18][C:19](=[O:36])[C:20]2[CH:25]=[CH:24][C:23]([CH3:26])=[C:22](B3OC(C)(C)C(C)(C)O3)[CH:21]=2)[CH2:17][CH2:16]1>>[NH2:14][C:11]1[S:12][CH:13]=[C:9]([C:6]2[CH:7]=[CH:8][C:3]([C:22]3[C:23]([CH3:26])=[CH:24][CH:25]=[C:20]([C:19]([NH:18][CH:15]4[CH2:17][CH2:16]4)=[O:36])[CH:21]=3)=[CH:4][CH:5]=2)[N:10]=1 |f:0.1|. Procedure: Example 5 was prepared using 4-(4-bromophenyl)-2-thiazolamine monohydrobromide and N-cyclopropyl-4-methyl-3-(4,4,5,5-tetramethyl-[1,3,2]-dioxaborolan-2-yl)benzamide (Intermediate 17). Reactants: COC(C1=CC(=CC(=C1)O)OCOC)=O (5-hydroxy-3-methoxymethoxybenzoic acid methyl ester), NC1=NN(C=C1)C (3-amino-1-methyl-1H-pyrazole), BrC=1C=CC(=NC1)S(=O)(=O)CC (5-bromo-2-ethanesulfonylpyridine), FCC(CF)O (1,3-difluoro-2-propanol). Yields the product C(C)S(=O)(=O)C1=CC=C(C=N1)OC=1C=C(C(=O)NC2=NN(C=C2)C)C=C(C1)OC(CF)CF (3-(6-ethanesulfonylpyridin-3-yloxy)-5-(2-fluoro-1-fluoromethyl-ethoxy)-N-(1-methyl-1H-pyrazol-3-yl)benzamide). As a reaction SMILES: CO[C:3](=[O:15])[C:4]1[CH:9]=[C:8]([OH:10])[CH:7]=[C:6](OCOC)[CH:5]=1.Br[C:17]1[CH:18]=[CH:19][C:20]([S:23]([CH2:26][CH3:27])(=[O:25])=[O:24])=[N:21][CH:22]=1.[F:28][CH2:29][CH:30]([OH:33])[CH2:31][F:32].[NH2:34][C:35]1[CH:39]=[CH:38][N:37]([CH3:40])[N:36]=1>>[CH2:26]([S:23]([C:20]1[N:21]=[CH:22][C:17]([O:10][C:8]2[CH:9]=[C:4]([CH:5]=[C:6]([O:33][CH:30]([CH2:31][F:32])[CH2:29][F:28])[CH:7]=2)[C:3]([NH:34][C:35]2[CH:39]=[CH:38][N:37]([CH3:40])[N:36]=2)=[O:15])=[CH:18][CH:19]=1)(=[O:25])=[O:24])[CH3:27]. Procedure: The compound of Production Example 145 was obtained as a colorless amorphous substance using 5-hydroxy-3-methoxymethoxybenzoic acid methyl ester, 5-bromo-2-ethanesulfonylpyridine, 1,3-difluoro-2-propanol and 3-amino-1-methyl-1H-pyrazole, by the same method as in Production Example 117, a corresponding method, or a combination thereof with an ordinary method. The reactants are CC[C@H]1CN2CC[C@H]1C[C@H]2[C@@H](C3=CC=NC4=CC=CC=C34)O (hydrocinchonidine), C(C)(C)O (isopropanol), [OH-].[Na+] (NaOH), product, solvent. Reagents/catalysts: C[N+](C)(C)C.[Cl-] (Amberlite IRA-900), catalyst. Yields the product COC1C(CCCC1)=O (2-Methoxycyclohexanone). RXN SMILES: CC[C@@H]1[C@@H]2C[C@@H]([C@H](O)C3[C:21]4[C:16](=[CH:17][CH:18]=[CH:19][CH:20]=4)N=CC=3)N(CC2)C1.[OH-:23].[Na+].[CH:25]([OH:28])(C)C>C[N+](C)(C)C.[Cl-]>[CH3:25][O:28][CH:16]1[CH2:17][CH2:18][CH2:19][CH2:20][C:21]1=[O:23] |f:1.2,4.5|. Reported procedure: Example 1 is repeated, except that isopropanol is used as solvent, 10 mg of hydrocinchonidine are used as modifier and 100 mg of catalyst are used. In addition, 800 mg of Amberlite IRA-900 (strongly basic anion exchanger, activated using NaOH) are added. The yield is 0.36 g of product of 95% purity containing 5% solvent (44%). The reactants are BrC=1C=C(C=CC1)SC1=CC(=NN1C1=C(C=CC=C1)Cl)C(=O)NC (5-[(3-bromophenyl)thio]-1-(2-chlorophenyl)-N-methyl-1H-pyrazole-3-carboxamide), [OH-].[Na+] (sodium hydroxide), [Cl-].[Al+3].[Cl-].[Cl-] (aluminum chloride), [H-].[Al+3].[Li+].[H-].[H-].[H-] (lithium aluminum hydride). Run in O1CCCC1 (tetrahydrofuran), O1CCCC1 (tetrahydrofuran). Run at time 30 minute. Yields the product BrC=1C=C(C=CC1)SC1=CC(=NN1C1=C(C=CC=C1)Cl)CNC (1-{5-[(3-bromophenyl)thio]-1-(2-chlorophenyl)-1H-pyrazol-3-yl}-N-methylmethanamine). The yield is 90.7%. Reaction SMILES: [Cl-].[Al+3].[Cl-].[Cl-].[H-].[Al+3].[Li+].[H-].[H-].[H-].[Br:11][C:12]1[CH:13]=[C:14]([S:18][C:19]2[N:23]([C:24]3[CH:29]=[CH:28][CH:27]=[CH:26][C:25]=3[Cl:30])[N:22]=[C:21]([C:31]([NH:33][CH3:34])=O)[CH:20]=2)[CH:15]=[CH:16][CH:17]=1.[OH-].[Na+]>O1CCCC1>[Br:11][C:12]1[CH:13]=[C:14]([S:18][C:19]2[N:23]([C:24]3[CH:29]=[CH:28][CH:27]=[CH:26][C:25]=3[Cl:30])[N:22]=[C:21]([CH2:31][NH:33][CH3:34])[CH:20]=2)[CH:15]=[CH:16][CH:17]=1 |f:0.1.2.3,4.5.6.7.8.9,11.12|. Reported procedure: To a suspension of aluminum chloride (763 mg) in tetrahydrofuran (8 mL) was slowly added lithium aluminum hydride (217 mg) at 0° C., and the mixture was stirred at the same temperature for 30 min. To the obtained suspension was added dropwise a solution of 5-[(3-bromophenyl)thio]-1-(2-chlorophenyl)-N-methyl-1H-pyrazole-3-carboxamide (595 mg) in tetrahydrofuran (2 mL) at 0° C., and the mixture was stirred at room temperature for 1 hr. A 8 mol/L aqueous sodium hydroxide solution was added to the r... Starting materials: BrC=1N=C2N(C3=C(NC4=C2C=CC=C4)N=CC=C3)C1C1=CC=C(C=C1)C1(CCC1)NC(OC(C)(C)C)=O (tert-butyl {1-[4-(2-bromo-9H-imidazo[1,2-d]pyrido[2,3-b][1,4]benzodiazepin-3-yl)phenyl]cyclobutyl}carbamate), C(C)OC(CCC1=CC=C(C=C1)B(O)O)=O ([4-(3-ethoxy-3-oxopropyl)phenyl]boronic acid), [O-]P(=O)([O-])[O-].[K+].[K+].[K+] (K3PO4). The reagents and catalysts are CC(C)(C)P(C1=CC=C(C=C1)N(C)C)C(C)(C)C.CC(C)(C)P(C1=CC=C(C=C1)N(C)C)C(C)(C)C.Cl[Pd]Cl (bis(di-tert-butyl(4-dimethylamino phenyl)phosphine)dichloropalladium(II)). Solvent: CN(C)C=O.O (DMF water), CCOC(=O)C (EtOAc). Conditions: temperature 160 celsius. The product is NC1(CCC1)C1=CC=C(C=C1)C1=C(N=C2N1C1=C(NC3=C2C=CC=C3)N=CC=C1)C1=CC=C(C=C1)CCC(=O)OC (methyl 3-(4-{3-[4-(1-aminocyclobutyl)phenyl]-9H-imidazo[1,2-d]pyrido[2,3-b][1,4]benzodiazepin-2-yl}phenyl)propanoate). Yield: 49.2%. As a reaction SMILES: Br[C:2]1[N:3]=[C:4]2[C:10]3[CH:11]=[CH:12][CH:13]=[CH:14][C:9]=3[NH:8][C:7]3[N:15]=[CH:16][CH:17]=[CH:18][C:6]=3[N:5]2[C:19]=1[C:20]1[CH:25]=[CH:24][C:23]([C:26]2([NH:30]C(=O)OC(C)(C)C)[CH2:29][CH2:28][CH2:27]2)=[CH:22][CH:21]=1.[CH2:38]([O:40][C:41](=[O:53])[CH2:42][CH2:43][C:44]1[CH:49]=[CH:48][C:47](B(O)O)=[CH:46][CH:45]=1)C.[O-]P([O-])([O-])=O.[K+].[K+].[K+]>CN(C=O)C.O.CCOC(C)=O.CC(P(C(C)(C)C)C1C=CC(N(C)C)=CC=1)(C)C.CC(P(C(C)(C)C)C1C=CC(N(C)C)=CC=1)(C)C.Cl[Pd]Cl>[NH2:30][C:26]1([C:23]2[CH:24]=[CH:25][C:20]([C:19]3[N:5]4[C:6]5[CH:18]=[CH:17][CH:16]=[N:15][C:7]=5[NH:8][C:9]5[CH:14]=[CH:13][CH:12]=[CH:11][C:10]=5[C:4]4=[N:3][C:2]=3[C:47]3[CH:48]=[CH:49][C:44]([CH2:43][CH2:42][C:41]([O:40][CH3:38])=[O:53])=[CH:45][CH:46]=3)=[CH:21][CH:22]=2)[CH2:27][CH2:28][CH2:29]1 |f:2.3.4.5,6.7,9.10.11|. Procedure: A mixture of tert-butyl {1-[4-(2-bromo-9H-imidazo[1,2-d]pyrido[2,3-b][1,4]benzodiazepin-3-yl)phenyl]cyclobutyl}carbamate (50 mg, 0.09 mmol), [4-(3-ethoxy-3-oxopropyl)phenyl]boronic acid (40 mg, 0.18 mmol), bis(di-tert-butyl(4-dimethylamino phenyl)phosphine)dichloropalladium(II) (6.3 mg, 0.01 mmol) and K3PO4 (72 mg, 0.27 mmol) in DMF/water (0.9 mL, 6:1, v/v) was heated at 160° C. under microwave irradiation for 1 hour. After cooling to room temperature, the mixture was diluted with EtOAc and wash... The reactants are CC(=O)Oc1ccc(O)c(C)c1, OC(CCCl)c1ccccc1, C1CCOC1, c1ccc(P(c2ccccc2)c2ccccc2)cc1. Yields the product CC(=O)Oc1ccc(OC(CCCl)c2ccccc2)c(C)c1. RXN SMILES: [C:12]([CH3:13])(=[O:14])[O:15][c:16]1[cH:17][c:18]([CH3:23])[c:19]([OH:22])[cH:20][cH:21]1.[Cl:1][CH2:2][CH2:3][CH:4]([OH:5])[c:6]1[cH:7][cH:8][cH:9][cH:10][cH:11]1.[O:43]1[CH2:44][CH2:45][CH2:46][CH2:47]1.[c:24]1([P:25]([c:26]2[cH:27][cH:28][cH:29][cH:30][cH:31]2)[c:32]2[cH:33][cH:34][cH:35][cH:36][cH:37]2)[cH:38][cH:39][cH:40][cH:41][cH:42]1>>[Cl:1][CH2:2][CH2:3][CH:4]([O:5][c:19]1[c:18]([CH3:23])[cH:17][c:16]([O:15][C:12]([CH3:13])=[O:14])[cH:21][cH:20]1)[c:6]1[cH:7][cH:8][cH:9][cH:10][cH:11]1. Yields the product N\C(=C(/C(=O)OCC)\F)\C(F)(F)F (ethyl 3-amino-2,4,4,4-tetrafluorocrotonate). Procedure details: Ammonia is introduced with stirring into a solution of 7.5 g of ethyl 3-oxo-2,4,4,4-tetrafluorobutyrate in 20 ml of toluene at 75° C. up to saturation. Then the reaction mixture is heated using a water separator for 5 hours, during which ethyl 3-amino-2,4,4,4-tetrafluorocrotonate is formed as an intermediate. The solvent is C1(=CC=CC=C1)C (toluene). RXN SMILES: [NH3:1].O=[C:3]([C:11]([F:14])([F:13])[F:12])[CH:4]([F:10])[C:5]([O:7][CH2:8][CH3:9])=[O:6].O>C1(C)C=CC=CC=1>[NH2:1]/[C:3](/[C:11]([F:14])([F:13])[F:12])=[C:4](/[F:10])\[C:5]([O:7][CH2:8][CH3:9])=[O:6]. Reactants: N (Ammonia), O=C(C(C(=O)OCC)F)C(F)(F)F (ethyl 3-oxo-2,4,4,4-tetrafluorobutyrate), O (water). Starting materials: O1CCCC1 (Tetrahydrofuran), N (ammonia), ClC=1C2=C(N=CN1)N(C=C2I)C2CN(C2)C(=O)OC(C)(C)C (tert-butyl 3-(4-chloro-5-iodo-7H-pyrrolo[2,3-d]pyrimidin-7-yl)azetidine-1-carboxylate), C(Cl)(Cl)Cl (Chloroform). Solvent: O (water). Run at temperature 100 celsius, time 1.5 hour. The product is NC=1C2=C(N=CN1)N(C=C2I)C2CN(C2)C(=O)OC(C)(C)C (tert-butyl 3-(4-amino-5-iodo-7H-pyrrolo[2,3-d]pyrimidin-7-yl)azetidine-1-carboxylate). Reaction SMILES: O1CCCC1.[NH3:6].Cl[C:8]1[C:9]2[C:16]([I:17])=[CH:15][N:14]([CH:18]3[CH2:21][N:20]([C:22]([O:24][C:25]([CH3:28])([CH3:27])[CH3:26])=[O:23])[CH2:19]3)[C:10]=2[N:11]=[CH:12][N:13]=1.C(Cl)(Cl)Cl>O>[NH2:6][C:8]1[C:9]2[C:16]([I:17])=[CH:15][N:14]([CH:18]3[CH2:21][N:20]([C:22]([O:24][C:25]([CH3:28])([CH3:27])[CH3:26])=[O:23])[CH2:19]3)[C:10]=2[N:11]=[CH:12][N:13]=1. Reported procedure: Tetrahydrofuran (2.5 ml) and 28% aqueous ammonia (2.5 ml) were added to the tert-butyl 3-(4-chloro-5-iodo-7H-pyrrolo[2,3-d]pyrimidin-7-yl)azetidine-1-carboxylate (350 mg) obtained in Step 1 above. The reaction mixture was stirred at 100° C. for 1.5 hours using a microwave reactor. Chloroform and water were added thereto to separate the organic layer. The organic layer was dried over anhydrous sodium sulfate, and the solvent was distilled off under reduced pressure to obtain the title compound as... Starting materials: CSC=1N=C(NC(C1C#N)=O)CC1=CSC=C1 (4-(methylsulphanyl)-6-oxo-2-(3-thienylmethyl)-1,6-dihydropyrimidine-5-carbonitrile), C1(CC1)N (cyclopropylamine). The product is C1(CC1)NC=1N=C(NC(C1C#N)=O)CC1=CSC=C1 (4-(Cyclopropylamino)-6-oxo-2-(3-thienylmethyl)-1,6-dihydropyrimidine-5-carbonitrile). As a reaction SMILES: CS[C:3]1[N:4]=[C:5]([CH2:12][C:13]2[CH:17]=[CH:16][S:15][CH:14]=2)[NH:6][C:7](=[O:11])[C:8]=1[C:9]#[N:10].[CH:18]1([NH2:21])[CH2:20][CH2:19]1>>[CH:18]1([NH:21][C:3]2[N:4]=[C:5]([CH2:12][C:13]3[CH:17]=[CH:16][S:15][CH:14]=3)[NH:6][C:7](=[O:11])[C:8]=2[C:9]#[N:10])[CH2:20][CH2:19]1. Reported procedure: In analogy to the preparation of Example 1, 100 mg (0.38 mmol) of 4-(methylsulphanyl)-6-oxo-2-(3-thienylmethyl)-1,6-dihydropyrimidine-5-carbonitrile are reacted with 217 mg (3.80 mmol) of cyclopropylamine to give 44 mg (43% of theory) of the title compound.